Dataset: the Open Reaction Database (ORD), a public repository of structured organic reaction records. Task: describe an organic reaction: reactants, conditions, products, and yield Procedure: An ethanolic solution of 90 mg of sodium ethoxide was dropped into an ethanolic solution containing 650 mg of 3-dimethylamino-2-nitrobenzyltriphenylphosphonium bromide and 320 mg of 3-(4-phenyl-1H-imidazol-1-yl)propionaldehyde. The obtained solution was heated under reflux for 2 hours to conduct a reaction. After the completion of the reaction, the mixture was distilled to remove the solvent. The residue was extracted with 2N NaOH and the obtained aqueous layer was made acidic again with 1N HCl ... The yield is 48.7%. The reactants are [O-]CC.[Na+] (sodium ethoxide), [Br-].CN(C=1C(=C(C[P+](C2=CC=CC=C2)(C2=CC=CC=C2)C2=CC=CC=C2)C=CC1)[N+](=O)[O-])C (3-dimethylamino-2-nitrobenzyltriphenylphosphonium bromide), C1(=CC=CC=C1)C=1N=CN(C1)CCC=O (3-(4-phenyl-1H-imidazol-1-yl)propionaldehyde). Product: C1(=CC=CC=C1)C=1N=CN(C1)CC\C=C/C=1C(=C(N(C)C)C=CC1)[N+](=O)[O-] (3-[4-(4-phenyl-1H-imidazol-1-yl)-1-cis-butenyl]-2-nitro-N,N-dimethylaniline). As a reaction SMILES: [O-]CC.[Na+].[Br-].[CH3:6][N:7]([CH3:37])[C:8]1[C:9]([N+:34]([O-:36])=[O:35])=[C:10]([CH:31]=[CH:32][CH:33]=1)[CH2:11][P+](C1C=CC=CC=1)(C1C=CC=CC=1)C1C=CC=CC=1.[C:38]1([C:44]2[N:45]=[CH:46][N:47]([CH2:49][CH2:50][CH:51]=O)[CH:48]=2)[CH:43]=[CH:42][CH:41]=[CH:40][CH:39]=1>>[C:38]1([C:44]2[N:45]=[CH:46][N:47]([CH2:49][CH2:50]/[CH:51]=[CH:11]\[C:10]3[C:9]([N+:34]([O-:36])=[O:35])=[C:8]([CH:33]=[CH:32][CH:31]=3)[N:7]([CH3:6])[CH3:37])[CH:48]=2)[CH:39]=[CH:40][CH:41]=[CH:42][CH:43]=1 |f:0.1,2.3|.